From a dataset of the Open Reaction Database (ORD), a public repository of structured organic reaction records. describe an organic reaction: reactants, conditions, products, and yield Product: C(#N)C=1C=CC2=C(C(=NC(O2)(C)C)N2C(NCC2)=NC#N)C1 (6-cyano-4-(2-cyanoimino-imidazoline-1-yl)-2,2-dimethyl-2H-1,3-benzoxazine). Reaction SMILES: [H-].[Na+].[C:3]([N:5]=[C:6]1[NH:10][CH2:9][CH2:8][NH:7]1)#[N:4].Cl[C:12]1[C:17]2[CH:18]=[C:19]([C:22]#[N:23])[CH:20]=[CH:21][C:16]=2[O:15][C:14]([CH3:25])([CH3:24])[N:13]=1>CN(C)C=O>[C:22]([C:19]1[CH:20]=[CH:21][C:16]2[O:15][C:14]([CH3:24])([CH3:25])[N:13]=[C:12]([N:7]3[CH2:8][CH2:9][NH:10][C:6]3=[N:5][C:3]#[N:4])[C:17]=2[CH:18]=1)#[N:23] |f:0.1|. The yield is 15.8%. Reaction conditions: time 10 minute. Starting materials: C(#N)N=C1NCCN1 (2-cyanoiminoimidazolidine), [H-].[Na+] (sodium hydride), ClC1=NC(OC2=C1C=C(C=C2)C#N)(C)C (4-chloro-6-cyano-2,2-dimethyl-2H-1,3-benzoxazine). Procedure: To a suspension of sodium hydride (0.24 g) in dimethylformamide (10 ml) was added 2-cyanoiminoimidazolidine (1.00 g) with ice-cooling and the mixture was stirred at room temperature for 10 minutes. Then, 4-chloro-6-cyano-2,2-dimethyl-2H-1,3-benzoxazine (1.09 g) was added to the mixture and the mixture was stirred at room temperature for additional 5 hours. The reaction mixture was extracted with addition of ethyl acetate and an aqueous sodium bicarbonate solution. The ethyl acetate layer was suc... Run in CN(C=O)C (dimethylformamide).